This data is from the Open Reaction Database (ORD), a public repository of structured organic reaction records. The task is: describe an organic reaction: reactants, conditions, products, and yield Reactants: OCC=1N(C(C=2C(=C(C=3C(N(C(=NC3C2O)CO)C)=O)O)N1)=O)C (2,7-Bis(hydroxymethyl)-5,10-dihydroxy-3,8-dimethylpyrimido[4,5-g]quinazoline-4,9(3H,8H)-dione), [Li+].[Cl-] (LiCl), [K+].[Br-] (KBr), CS(=O)(=O)Cl (methanesulfonyl chloride). Run in CN(C=O)C (dimethyl formamide), O (water). Reaction conditions: time 6 hour. The product is ClCC=1N(C(C=2C(=C(C=3C(N(C(=NC3C2O)CCl)C)=O)O)N1)=O)C (2,7-Bis(chloromethyl)-5,10-dihydroxy-3,8-dimethylpyrimido[4,5-g]quinazoline-4,9(3H,8H)-dione). RXN SMILES: O[CH2:2][C:3]1[N:4]([CH3:24])[C:5](=[O:23])[C:6]2[C:7]([N:22]=1)=[C:8]([OH:21])[C:9]1[C:10](=[O:20])[N:11]([CH3:19])[C:12]([CH2:17]O)=[N:13][C:14]=1[C:15]=2[OH:16].[Li+].[Cl-:26].CS([Cl:31])(=O)=O.[K+].[Br-]>CN(C)C=O.O>[Cl:26][CH2:2][C:3]1[N:4]([CH3:24])[C:5](=[O:23])[C:6]2[C:7]([N:22]=1)=[C:8]([OH:21])[C:9]1[C:10](=[O:20])[N:11]([CH3:19])[C:12]([CH2:17][Cl:31])=[N:13][C:14]=1[C:15]=2[OH:16] |f:1.2,4.5|. Procedure: To a solution of 105 mg (0.313 mmol) of 20 in 10 mL of dry dimethyl formamide, were added 66 mg (1.56 mmol) of LiCl and 191 mg (1.56 mmol) of dimethylaminopyrldine. To this mixture was added 120 μL (1.56 mmol ) of methanesulfonyl chloride and the resulting solution gently heated with a heat gun until it became homogenous. After stirring this mixture at room temperature for 6 h, it was combined with 100 mL of water and the resulting mixture allowed to stir for an additional 2 hours. The resulting... Starting materials: COC1=C(CC2NCCC3=C(C=CC(=C23)OC)OC)C=C(C=C1)OC (1-(2,5-Dimethoxy-benzyl)-5,8-dimethoxy-1,2,3,4-tetrahydroisoquinoline), BrCC(=O)Br (2-bromoacetyl bromide), COC1=C(CN)C=CC=C1 (2-methoxy-benzyl-amine). The product is COC1=C(CC2N(CCC3=C(C=CC(=C23)OC)OC)CC(=O)NCC2=C(C=CC=C2)OC)C=C(C=C1)OC (2-[1-(2,5-Dimethoxy-benzyl)-5,8-dimethoxy-3,4-dihydro-1H-isoquinolin-2-yl]-N-(2-methoxy-benzyl)-acetamide). As a reaction SMILES: [CH3:1][O:2][C:3]1[CH:23]=[CH:22][C:21]([O:24][CH3:25])=[CH:20][C:4]=1[CH2:5][CH:6]1[C:15]2[C:10](=[C:11]([O:18][CH3:19])[CH:12]=[CH:13][C:14]=2[O:16][CH3:17])[CH2:9][CH2:8][NH:7]1.Br[CH2:27][C:28](Br)=[O:29].[CH3:31][O:32][C:33]1[CH:40]=[CH:39][CH:38]=[CH:37][C:34]=1[CH2:35][NH2:36]>>[CH3:1][O:2][C:3]1[CH:23]=[CH:22][C:21]([O:24][CH3:25])=[CH:20][C:4]=1[CH2:5][CH:6]1[C:15]2[C:10](=[C:11]([O:18][CH3:19])[CH:12]=[CH:13][C:14]=2[O:16][CH3:17])[CH2:9][CH2:8][N:7]1[CH2:27][C:28]([NH:36][CH2:35][C:34]1[CH:37]=[CH:38][CH:39]=[CH:40][C:33]=1[O:32][CH3:31])=[O:29]. Procedure: prepared by reaction of 1-(2,5-Dimethoxy-benzyl)-5,8-dimethoxy-1,2,3,4-tetrahydroisoquinoline and 2-bromoacetyl bromide with 2-methoxy-benzyl-amine